From a dataset of the Open Reaction Database (ORD), a public repository of structured organic reaction records. describe an organic reaction: reactants, conditions, products, and yield Starting materials: NC1=C(C=C(C=C1Br)Br)S(=O)(=O)N (2-Amino-3,5-dibromobenzenesulfonamide), NC1=C(C=C(C=C1Br)Br)S(=O)(=O)N (2-Amino-3,5-dibromobenzenesulfonamide), CC(=O)OC(=O)C (Ac2O). Product: CC=1NS(C2=C(N1)C(=CC(=C2)Br)Br)(=O)=O (3-Methyl-5,7-dibromo-1,2-dihydro-1,2,4-benzothiadiazine-1,1-dioxide). As a reaction SMILES: [NH2:1][C:2]1[C:7]([Br:8])=[CH:6][C:5]([Br:9])=[CH:4][C:3]=1[S:10]([NH2:13])(=[O:12])=[O:11].[CH3:14][C:15](OC(C)=O)=O>>[CH3:14][C:15]1[NH:13][S:10](=[O:12])(=[O:11])[C:3]2[CH:4]=[C:5]([Br:9])[CH:6]=[C:7]([Br:8])[C:2]=2[N:1]=1. Procedure details: A stirred solution of 2-amino-3,5-dibromobenzenesulfonamide (see compound 125) (660 mg; 2 mmol) was refluxed in Ac2O (25 ml; 265 mmol) over night. The reaction mixture was poured onto ice and filtered. The isolated solid was washed with Et2O. M.p. 287-289° C. Conditions: time 56 hour. RXN SMILES: [CH2:1]([C@@:3]1([CH2:10][CH2:11][C:12]([OH:14])=[O:13])[CH2:8][CH2:7][CH2:6][CH2:5][C:4]1=[O:9])[CH3:2].[CH2:15]([OH:18])[CH2:16]O.[C:19]1([CH3:29])C=CC(S(O)(=O)=O)=CC=1.[OH2:30]>C1(C)C=CC=CC=1>[CH2:1]([C@@:3]1([CH2:10][CH2:11][C:12]([O:14][CH2:16][CH2:15][OH:18])=[O:13])[CH2:8][CH2:7][CH2:6][CH2:5][C:4]21[O:30][CH2:19][CH2:29][O:9]2)[CH3:2]. The reactants are C(C)[C@@]1(C(CCCC1)=O)CCC(=O)O ((S)-1-Ethyl-2-oxocyclohexanepropanoic acid), C(CO)O (ethylene glycol), C1(=CC=C(C=C1)S(=O)(=O)O)C (p-toluenesulfonic acid), O (water), O (water). Solvent: C1(=CC=CC=C1)C (toluene), C1(=CC=CC=C1)C (toluene). Product: C(C)[C@@]1(C2(OCCO2)CCCC1)CCC(=O)OCCO ((S)-6-Ethyl-1,4-dioxaspiro[4.5]decane-6-propanoic Acid, 2-Hydroxyethyl Ester). Procedure details: (S)-1-Ethyl-2-oxocyclohexanepropanoic acid (605 g), and ethylene glycol (14.6 mol, 906 g, 814 mL) were refluxed in 1.5 L of toluene containing 10 g of p-toluenesulfonic acid with azeotropic removal of water. After 56 hours, water stopped coming off. The reaction was diluted with 1 L of toluene and washed with water (2×500 mL), saturated sodium bicarbonate (aq) (2×500 mL), and brine (500 mL). Drying (magnesium sulfate) and concentration afforded 942 g of clear yellow oil which was used as in the ... RXN SMILES: N1CCC[C@H]1C(O)=O.[N:9]12[CH2:19][CH2:18][CH2:17][N:16]=[C:15]1[CH2:14][CH2:13]CC[CH2:10]2.N12CCCC1=NCCC2.N=C=N>C(N(CC)CC)C.C(Cl)(Cl)Cl.C(#N)C.CS(C)=O.CN(C)C=O>[CH:17]12[CH2:10][NH:9][CH2:19][C:18]1=[CH:13][CH2:14][CH2:15][NH:16]2. Solvent: C(C)#N (acetonitrile), CN(C=O)C (N,N-dimethylformamide), C(C)N(CC)CC (triethylamine), CS(=O)C (dimethylsulfoxide), C(Cl)(Cl)Cl (chloroform). Product: C12NCCC=C2CNC1 ((-)-2,8-diazabicyclo[4.3.0]non-5-ene). The reactants are Compound ( a ), N12CCCCCC2=NCCC1 (DBU), N12CCCN=C2CCC1 (DBN), Compound ( a ), Compound ( II ), N1[C@H](C(=O)O)CCC1 (L-proline), N=C=N (carbodiimide). Procedure details: Compound (II) is reacted with N-tosyl-L-prolyl chloride in an organic solvent such as methylene chloride or chloroform or in a mixture of water and the said organic solvents in the presence of an organic base such as triethylamine, 1,8-diazabicyclo[5.4.0]undec-7-ene (DBU), and 1,5-diazabicyclo[4.3.0]non-5-ene (DBN) or an inorganic base such as sodium bicarbonate or sodium carbonate at -20° C. to 30° C. to give Compound (a). Compound (a) may also be prepared by reacting Compound (II) with N-prote... Starting materials: C[Si](C)(C)[N-][Si](C)(C)C.[K+] (potassium bis(trimethylsilyl)amide), FC1=C2CCN(C2=CC=C1)C(CC1=NC(=CC(=N1)OC)N1CCOCC1)=O (1-(4-fluoro-2,3-dihydroindol-1-yl)-2-(4-methoxy-6-morpholin-4-yl-pyrimidin-2-yl)ethanone), CI (methyl iodide). The solvent is C1CCOC1 (THF), [Cl-].[NH4+] (ammonium chloride), C(C)(=O)OCC (ethyl acetate), O1CCCC1 (tetrahydrofuran). Conditions: temperature -78 celsius, time 30 minute. Yields the product FC1=C2CCN(C2=CC=C1)C(C(C)C1=NC(=CC(=N1)OC)N1CCOCC1)=O (1-(4-fluoro-2,3-dihydroindol-1-yl)-2-(4-methoxy-6-morpholin-4-ylpyrimidin-2-yl)propan-1-one). Reaction SMILES: [F:1][C:2]1[CH:10]=[CH:9][CH:8]=[C:7]2[C:3]=1[CH2:4][CH2:5][N:6]2[C:11](=[O:27])[CH2:12][C:13]1[N:18]=[C:17]([O:19][CH3:20])[CH:16]=[C:15]([N:21]2[CH2:26][CH2:25][O:24][CH2:23][CH2:22]2)[N:14]=1.[CH3:28][Si]([N-][Si](C)(C)C)(C)C.[K+].CI>O1CCCC1.[Cl-].[NH4+].C(OCC)(=O)C>[F:1][C:2]1[CH:10]=[CH:9][CH:8]=[C:7]2[C:3]=1[CH2:4][CH2:5][N:6]2[C:11](=[O:27])[CH:12]([C:13]1[N:18]=[C:17]([O:19][CH3:20])[CH:16]=[C:15]([N:21]2[CH2:26][CH2:25][O:24][CH2:23][CH2:22]2)[N:14]=1)[CH3:28] |f:1.2,5.6|. Procedure: 300 mg of 1-(4-fluoro-2,3-dihydroindol-1-yl)-2-(4-methoxy-6-morpholin-4-yl-pyrimidin-2-yl)ethanone dissolved in 10 ml of tetrahydrofuran are cooled to −78° C. using a dry ice bath. 2.65 ml of 1N potassium bis(trimethylsilyl)amide in THF are slowly added while maintaining the temperature at −75° C. After 30 minutes of stirring, 0.125 ml of methyl iodide is added and the stirring is continued for 2 h 15. The reaction mixture is diluted with 50 ml of a saturated ammonium chloride solution and 30 ml... Procedure: tert.butyl 4'-[(2-n-butyl-5-hydroxy-benzimidazol-1-yl)-methyl]biphenyl-2-carboxylate oil, Rf value: 0.60 (Silica gel: methylethylketone/xylene=1:2) RXN SMILES: [CH2:1]([C:5]1[N:9]([CH2:10][C:11]2[CH:16]=[CH:15][C:14]([C:17]3[C:18]([C:23]([O:25][C:26]([CH3:29])([CH3:28])[CH3:27])=[O:24])=[CH:19][CH:20]=[CH:21][CH:22]=3)=[CH:13][CH:12]=2)[C:8]2[CH:30]=[CH:31][C:32](O)=[CH:33][C:7]=2[N:6]=1)[CH2:2][CH2:3][CH3:4].CC(CC)=[O:37].C1(C)C(C)=CC=CC=1>>[CH2:1]([C:5]1[N:9]([CH2:10][C:11]2[CH:12]=[CH:13][C:14]([C:17]3[C:18]([C:23]([O:25][C:26]([CH3:27])([CH3:29])[CH3:28])=[O:24])=[CH:19][CH:20]=[CH:21][CH:22]=3)=[CH:15][CH:16]=2)[C:8]2[CH:30]=[CH:31][CH:32]=[C:33]([OH:37])[C:7]=2[N:6]=1)[CH2:2][CH2:3][CH3:4] |f:1.2|. Yields the product C(CCC)C1=NC2=C(N1CC1=CC=C(C=C1)C=1C(=CC=CC1)C(=O)OC(C)(C)C)C=CC=C2O (tert.butyl 4'-[(2-n-butyl-4-hydroxy-benzimidazol-1-yl)-methyl]biphenyl-2-carboxylate). The reactants are C(CCC)C1=NC2=C(N1CC1=CC=C(C=C1)C=1C(=CC=CC1)C(=O)OC(C)(C)C)C=CC(=C2)O (tert.butyl 4'-[(2-n-butyl-5-hydroxy-benzimidazol-1-yl)-methyl]biphenyl-2-carboxylate), CC(=O)CC.C=1(C(=CC=CC1)C)C (methylethylketone xylene). The yield is 20.8%. As a reaction SMILES: [C:1](N1C=CN=C1)(N1C=CN=C1)=[O:2].[OH:13][C:14]1[CH:19]=[CH:18][C:17]([CH2:20][CH2:21][OH:22])=[CH:16][CH:15]=1.[C:23]([O:27][C:28]([CH3:31])([CH3:30])[CH3:29])(=[O:26])[NH:24][NH2:25].O>O1CCCC1.C(OCC)(=O)C>[NH:24]([C:23]([O:27][C:28]([CH3:31])([CH3:30])[CH3:29])=[O:26])[NH:25][C:1]([O:22][CH2:21][CH2:20][C:17]1[CH:18]=[CH:19][C:14]([OH:13])=[CH:15][CH:16]=1)=[O:2]. Starting materials: O (Water), C(=O)(N1C=NC=C1)N1C=NC=C1 (1,1′-carbonyldiimidazole), C(NN)(=O)OC(C)(C)C (tert-Butyl carbazate), OC1=CC=C(C=C1)CCO (2-(4-hydroxyphenyl)ethanol). Yields the product N(NC(=O)OCCC1=CC=C(C=C1)O)C(=O)OC(C)(C)C (tert-butyl 2-(4-hydroxyphenyl)ethyl hydrazine-1,2-dicarboxylate). The solvent is C(C)(=O)OCC (ethyl acetate), O1CCCC1 (tetrahydrofuran). Reported procedure: To a suspension of 1,1′-carbonyldiimidazole (1.620 g, 9.989 mmol) in anhydrous tetrahydrofuran (20 ml) was added 2-(4-hydroxyphenyl)ethanol (1.383 g, 10.01 mmol), and the mixture was stirred at room temperature for 3 hr. tert-Butyl carbazate (1.323 g, 10.01 mmol) was added, and the mixture was stirred at room temperature for 1.5 hr. Water (100 ml) and ethyl acetate (100 ml) were added to the reaction mixture, and the mixture was stirred, stood still and then partitioned. The aqueous layer was ex... Run at time 3 hour. The reactants are N[C@@H]1CN(CC1)C1=NC2=CC=C(C(=C2C=C1)NC(CC1CCCCC1)=O)Cl (N-[2-[(3S)-3-Amino-1-pyrrolidinyl]-6-chloro-5-quinolinyl]-cyclohexaneacetamide), C(C)OC(NS(=O)(=O)C)=O ((methylsulfonyl)-carbamic acid ethyl ester). The product is ClC=1C(=C2C=CC(=NC2=CC1)N1C[C@H](CC1)NC(=O)NS(=O)(=O)C)NC(CC1CCCCC1)=O (N-[6-Chloro-2-[(3S)-3-[[[(methylsulfonyl)amino]carbonyl]amino]-1-pyrrolidinyl]-5-quinolinyl]-cyclohexaneacetamide). The yield is 8.1%. Reaction SMILES: [NH2:1][C@H:2]1[CH2:6][CH2:5][N:4]([C:7]2[CH:16]=[CH:15][C:14]3[C:9](=[CH:10][CH:11]=[C:12]([Cl:27])[C:13]=3[NH:17][C:18](=[O:26])[CH2:19][CH:20]3[CH2:25][CH2:24][CH2:23][CH2:22][CH2:21]3)[N:8]=2)[CH2:3]1.C([O:30][C:31](=O)[NH:32][S:33]([CH3:36])(=[O:35])=[O:34])C>>[Cl:27][C:12]1[C:13]([NH:17][C:18](=[O:26])[CH2:19][CH:20]2[CH2:25][CH2:24][CH2:23][CH2:22][CH2:21]2)=[C:14]2[C:9](=[CH:10][CH:11]=1)[N:8]=[C:7]([N:4]1[CH2:5][CH2:6][C@H:2]([NH:1][C:31]([NH:32][S:33]([CH3:36])(=[O:35])=[O:34])=[O:30])[CH2:3]1)[CH:16]=[CH:15]2. Procedure details: N-[2-[(3S)-3-Amino-1-pyrrolidinyl]-6-chloro-5-quinolinyl]-cyclohexaneacetamide (Example 31) (0.15 g) and (methylsulfonyl)-carbamic acid ethyl ester (0.065 g) were heated with a single mode microwave in a sealed 10 mL vial for 30 minutes at 130° C. The residue was purified on a Varian® NH2 cartridge washed with methanol (50 mL) and eluted with acetic acid:methanol (10:90) to afford the title product (0.016 g).